This data is from the Open Reaction Database (ORD), a public repository of structured organic reaction records. The task is: describe an organic reaction: reactants, conditions, products, and yield The reactants are Cc1ccccc1, CCOCc1cc2cnc(S(C)=O)nc2n(C2CCCC2)c1=O, Nc1ccc(N2CCCCC2)cn1. Product: CCOCc1cc2cnc(Nc3ccc(N4CCCCC4)cn3)nc2n(C2CCCC2)c1=O. As a reaction SMILES: [CH3:37][c:38]1[cH:39][cH:40][cH:41][cH:42][cH:43]1.[CH:1]1([n:6]2[c:7](=[O:23])[c:8]([CH2:19][O:20][CH2:21][CH3:22])[cH:9][c:10]3[c:11]2[n:12][c:13]([S:16]([CH3:17])=[O:18])[n:14][cH:15]3)[CH2:2][CH2:3][CH2:4][CH2:5]1.[N:24]1([c:30]2[cH:31][n:32][c:33]([NH2:36])[cH:34][cH:35]2)[CH2:25][CH2:26][CH2:27][CH2:28][CH2:29]1>>[CH:1]1([n:6]2[c:7](=[O:23])[c:8]([CH2:19][O:20][CH2:21][CH3:22])[cH:9][c:10]3[c:11]2[n:12][c:13]([NH:36][c:33]2[n:32][cH:31][c:30]([N:24]4[CH2:25][CH2:26][CH2:27][CH2:28][CH2:29]4)[cH:35][cH:34]2)[n:14][cH:15]3)[CH2:2][CH2:3][CH2:4][CH2:5]1. Reactants: CCOCC (ether), N1C=NC=C1 (imidazole), CN(CCN)C (N′,N′-dimethylethane-1,2-diamine), NC=1C=C2C(NC(C2=CC1[N+](=O)[O-])=O)=O (5-Amino-6-nitroisoindoline-1,3-dione). Conditions: temperature 150 celsius. Procedure details: To a suspension of 5-Amino-6-nitroisoindoline-1,3-dione (5.0 g, 24.15 mmol) in Dowtherm (75 mL) were added imidazole (1.64 g, 24.15 mmol) and N′,N′-dimethylethane-1,2-diamine (3.16 mL, 24.15 mmol) and the resulting mixture was heated at 150° C. for overnight. The reaction mixture was cooled to RT, was added ether (100 mL). The yellow precipitate was collected by filtration and washed with ether (2×50 mL) and dried to afford 5-Amino-2-(2-(dimethylamino)ethyl)-6-nitroisoindoline-1,3-dione (6.4 g, ... The yield is 95.2%. Yields the product NC=1C=C2C(N(C(C2=CC1[N+](=O)[O-])=O)CCN(C)C)=O (5-Amino-2-(2-(dimethylamino)ethyl)-6-nitroisoindoline-1,3-dione). RXN SMILES: [NH2:1][C:2]1[CH:3]=[C:4]2[C:8](=[CH:9][C:10]=1[N+:11]([O-:13])=[O:12])[C:7](=[O:14])[NH:6][C:5]2=[O:15].N1C=CN=C1.[CH3:21][N:22]([CH3:26])[CH2:23][CH2:24]N.CCOCC>C1C=CC(C2C=CC=CC=2)=CC=1.C1C=CC(OC2C=CC=CC=2)=CC=1>[NH2:1][C:2]1[CH:3]=[C:4]2[C:8](=[CH:9][C:10]=1[N+:11]([O-:13])=[O:12])[C:7](=[O:14])[N:6]([CH2:24][CH2:23][N:22]([CH3:26])[CH3:21])[C:5]2=[O:15] |f:4.5|. Run in C1=CC=C(C=C1)C2=CC=CC=C2.C1=CC=C(C=C1)OC2=CC=CC=C2 (Dowtherm). Starting materials: C(C1=CC=CC=C1)N(CCCCCCOCCC#CC=1C=C(C=CC1)S(=O)(=O)N)C[C@H](O)C1=CC(=C(C=C1)OCC1=CC=CC=C1)NC=O (3-(4-{[6-(benzyl{(2R)-2-[4-(benzyloxy)-3-(formylamino)phenyl]-2-hydroxyethyl}amino)hexyl]oxy}but-1-ynyl)benzenesulfonamide), C(\C=C\C(=O)O)(=O)O (fumaric acid). Reagents/catalysts: [Pd] (palladium on carbon), [OH-].[OH-].[Pd+2] (palladium hydroxide on carbon). Run in C(C)O (ethanol). Yields the product C(\C=C\C(=O)O)(=O)O.C(=O)NC=1C=C(C=CC1O)[C@H](CNCCCCCCOCCCCC=1C=C(C=CC1)S(=O)(=O)N)O (3-(4-{[6-({(2R)-2-[3-(Formylamino)-4-hydroxyphenyl]-2-hydroxyethyl}amino)hexyl]oxy}butyl)benzenesulfonamide compound with (2E)-but-2-enedioic acid). As a reaction SMILES: C([N:8]([CH2:30][C@@H:31]([C:33]1[CH:38]=[CH:37][C:36]([O:39]CC2C=CC=CC=2)=[C:35]([NH:47][CH:48]=[O:49])[CH:34]=1)[OH:32])[CH2:9][CH2:10][CH2:11][CH2:12][CH2:13][CH2:14][O:15][CH2:16][CH2:17][C:18]#[C:19][C:20]1[CH:21]=[C:22]([S:26]([NH2:29])(=[O:28])=[O:27])[CH:23]=[CH:24][CH:25]=1)C1C=CC=CC=1.[C:50]([OH:57])(=[O:56])/[CH:51]=[CH:52]/[C:53]([OH:55])=[O:54]>C(O)C.[Pd].[OH-].[OH-].[Pd+2]>[C:50]([OH:57])(=[O:56])/[CH:51]=[CH:52]/[C:53]([OH:55])=[O:54].[CH:48]([NH:47][C:35]1[CH:34]=[C:33]([C@@H:31]([OH:32])[CH2:30][NH:8][CH2:9][CH2:10][CH2:11][CH2:12][CH2:13][CH2:14][O:15][CH2:16][CH2:17][CH2:18][CH2:19][C:20]2[CH:21]=[C:22]([S:26]([NH2:29])(=[O:28])=[O:27])[CH:23]=[CH:24][CH:25]=2)[CH:38]=[CH:37][C:36]=1[OH:39])=[O:49] |f:4.5.6,7.8|. Procedure details: A solution of 3-(4-{[6-(benzyl{(2R)-2-[4-(benzyloxy)-3-(formylamino)phenyl]-2-hydroxyethyl}amino)hexyl]oxy}but-1-ynyl)benzenesulfonamide (320 mg) in ethanol (15 ml) was hydrogenated in the presence of 10% palladium on carbon (50 mg) and palladium hydroxide on carbon (100 mg) at 100 p.s.i for 18 h. The catalyst was filtered off onto celite and the filtrate was evaporated to dryness. The residual oil was purified by chromatography on Biotage (8 g) cartridge eluting with dichloromethane/ethanol/0.8... Starting materials: C(C)(C)(C)C1=CC(=C(C=N1)C=1N([C@]([C@](N1)(C)C1=CC=C(C=C1)Cl)(C)C1=CC=C(C=C1)Cl)C(=O)N1CCC(CC1)CC(=O)O)OCC ({1-[(4S,5R)-2-(6-tert-butyl-4-ethoxy-pyridin-3-yl)-4,5-bis-(4-chloro-phenyl)-4,5-dimethyl-4,5-dihydro-imidazole-1-carbonyl]-piperidin-4-yl}-acetic acid), C(C)NC1=CC=C(C=C1)C (n-ethyl-p-toluidine). The product is C(C)(C)(C)C1=CC(=C(C=N1)C=1N([C@]([C@](N1)(C)C1=CC=C(C=C1)Cl)(C)C1=CC=C(C=C1)Cl)C(=O)N1CCC(CC1)CC(=O)N(C1=CC=C(C=C1)C)CC)OCC (2-{1-[(4S,5R)-2-(6-tert-Butyl-4-ethoxy-pyridin-3-yl)-4,5-bis-(4-chloro-phenyl)-4,5-dimethyl-4,5-dihydro-imidazole-1-carbonyl]-piperidin-4-yl}-N-ethyl-N-p-tolyl-acetamide). Reaction SMILES: [C:1]([C:5]1[N:10]=[CH:9][C:8]([C:11]2[N:12]([C:32]([N:34]3[CH2:39][CH2:38][CH:37]([CH2:40][C:41](O)=[O:42])[CH2:36][CH2:35]3)=[O:33])[C@@:13]([C:25]3[CH:30]=[CH:29][C:28]([Cl:31])=[CH:27][CH:26]=3)([CH3:24])[C@@:14]([C:17]3[CH:22]=[CH:21][C:20]([Cl:23])=[CH:19][CH:18]=3)([CH3:16])[N:15]=2)=[C:7]([O:44][CH2:45][CH3:46])[CH:6]=1)([CH3:4])([CH3:3])[CH3:2].[CH2:47]([NH:49][C:50]1[CH:55]=[CH:54][C:53]([CH3:56])=[CH:52][CH:51]=1)[CH3:48]>>[C:1]([C:5]1[N:10]=[CH:9][C:8]([C:11]2[N:12]([C:32]([N:34]3[CH2:39][CH2:38][CH:37]([CH2:40][C:41]([N:49]([CH2:47][CH3:48])[C:50]4[CH:55]=[CH:54][C:53]([CH3:56])=[CH:52][CH:51]=4)=[O:42])[CH2:36][CH2:35]3)=[O:33])[C@@:13]([C:25]3[CH:30]=[CH:29][C:28]([Cl:31])=[CH:27][CH:26]=3)([CH3:24])[C@@:14]([C:17]3[CH:18]=[CH:19][C:20]([Cl:23])=[CH:21][CH:22]=3)([CH3:16])[N:15]=2)=[C:7]([O:44][CH2:45][CH3:46])[CH:6]=1)([CH3:4])([CH3:3])[CH3:2]. Reported procedure: In a manner analogous to the method described in example 163, {1-[(4S,5R)-2-(6-tert-butyl-4-ethoxy-pyridin-3-yl)-4,5-bis-(4-chloro-phenyl)-4,5-dimethyl-4,5-dihydro-imidazole-1-carbonyl]-piperidin-4-yl}-acetic acid was reacted with n-ethyl-p-toluidine (VWR) to give the title product. LC-MS (ES+) 782 [(M+H)+]. Reactants: OC=1C2=C(N=CN1)C(=CC=N2)C(=O)N (4-hydroxypyrido[3,2-d]pyrimidine-8-carboxamide), Cl.N[C@H](CN(S(=O)(=O)C1=CC=C(C=C1)[N+](=O)[O-])C)C1=CC(=C(C=C1)Cl)C (N—[(S)-2-Amino-2-(4-chloro-3-methyl-phenyl)-ethyl]-N-methyl-4-nitro-benzenesulfonamide hydrochloride). Yields the product ClC1=C(C=C(C=C1)[C@@H](CNC)NC=1C2=C(N=CN1)C(=CC=N2)C(=O)N)C (4-[(S)-1-(4-Chloro-3-methyl-phenyl)-2-methylamino-ethylamino]-pyrido[3,2-d]pyrimidine-8-carboxylic acid amide). RXN SMILES: O[C:2]1[C:3]2[N:11]=[CH:10][CH:9]=[C:8]([C:12]([NH2:14])=[O:13])[C:4]=2[N:5]=[CH:6][N:7]=1.Cl.[NH2:16][C@@H:17]([C:33]1[CH:38]=[CH:37][C:36]([Cl:39])=[C:35]([CH3:40])[CH:34]=1)[CH2:18][N:19]([CH3:32])S(C1C=CC([N+]([O-])=O)=CC=1)(=O)=O>>[Cl:39][C:36]1[CH:37]=[CH:38][C:33]([C@H:17]([NH:16][C:2]2[C:3]3[N:11]=[CH:10][CH:9]=[C:8]([C:12]([NH2:14])=[O:13])[C:4]=3[N:5]=[CH:6][N:7]=2)[CH2:18][NH:19][CH3:32])=[CH:34][C:35]=1[CH3:40] |f:1.2|. Procedure details: Compound 44 was prepared following general synthesis scheme 8 wherein 4-hydroxypyrido[3,2-d]pyrimidine-8-carboxamide (G) was reacted with N—[(S)-2-Amino-2-(4-chloro-3-methyl-phenyl)-ethyl]-N-methyl-4-nitro-benzenesulfonamide hydrochloride to give the title compound as a white solid. LC/MS [371 (M+H)]; 1H NMR (500 MHz, DMSO-d6) δ 9.95 (s, 1H), 9.08 (s, 1H), 8.99 (d, J=4.3 Hz, 1H), 8.53 (s, 1H), 8.37 (d, J=4.3 Hz, 1H), 8.17 (s, 1H), 7.43 (s, 1H), 7.34 (d, J=8.2 Hz, 1H), 7.29 (d, J=8.1 Hz, 1H), 5.5... The reactants are N (ammonia), [Cl-].[NH4+] (ammonium chloride), S(=O)(=O)(C1=CC=C(C)C=C1)I (iodotosylate), [OH-].[NH4+] (ammonium hydroxide), N (ammonia), O1[C@@H](C=CC1)[C@H](CNC(OCC1=CC=CC=C1)=O)O (Benzyl (S)-2-((S)-2,5-dihydrofuran-2-yl)-2-hydroxyethylcarbamate). The reagents and catalysts are [Zn] (Zinc), [Zn] (Zinc). The solvent is CC(C)O (2-propanol), O (water), CC(C)O (propan-2-ol), O1CCCC1 (tetrahydrofuran), CC(C)O (2-propanol). Conditions: temperature 75 celsius, time 16 hour. The product is NC[C@H](O)[C@H]1OCC=C1 ((S)-2-amino-1-((S)-2,5-dihydrofuran-2-yl)ethanol). As a reaction SMILES: [O:1]1[CH2:5][CH:4]=[CH:3][C@H:2]1[C@@H:6]([OH:19])[CH2:7][NH:8]C(=O)OCC1C=CC=CC=1.[Cl-].[NH4+].S(I)(C1C=CC(C)=CC=1)(=O)=O.N.[OH-].[NH4+]>O.CC(O)C.O1CCCC1.[Zn]>[NH2:8][CH2:7][C@@H:6]([C@@H:2]1[CH:3]=[CH:4][CH2:5][O:1]1)[OH:19] |f:1.2,5.6|. Procedure details: Alternative Preparation of Benzyl (S)-2-((S)-2,5-dihydrofuran-2-yl)-2-hydroxyethylcarbamate (17); Zinc and ‘One-Pot’ Procedure. A solution of ammonium chloride (140 mg, 2.62 mmol) in water (1.5 mL) was added to a solution of iodotosylate (38) (800 g, 1.95 mmol) in propan-2-ol (3 mL) and tetrahydrofuran (6 mL) under argon. Zinc dust (140 mg, 2.15 mmol) was then added in portions over 5 minutes then the suspension stirred for 16 hours before filtering through celite in vacuo. The filter cake was w... Starting materials: BrC1=C(C=CC2=CC(=CC=C12)OC)O (1-bromo-6-methoxynaphthalen-2-ol), C(=O)([O-])[O-].[K+].[K+] (K2CO3), C(OC)Cl (MOMCl). Solvent: CO (MeOH), C1CCOC1 (THF). Reaction conditions: temperature 20 celsius, time 48 hour. Yields the product BrC1=C(C=CC2=CC(=CC=C12)OC)OCOC (1-bromo-6-methoxy-2-(methoxymethoxy)naphthalene). Yield: 55.6%. Reaction SMILES: [Br:1][C:2]1[C:11]2[C:6](=[CH:7][C:8]([O:12][CH3:13])=[CH:9][CH:10]=2)[CH:5]=[CH:4][C:3]=1[OH:14].C([O-])([O-])=O.[K+].[K+].[CH2:21](Cl)[O:22][CH3:23]>CO.C1COCC1>[Br:1][C:2]1[C:11]2[C:6](=[CH:7][C:8]([O:12][CH3:13])=[CH:9][CH:10]=2)[CH:5]=[CH:4][C:3]=1[O:14][CH2:21][O:22][CH3:23] |f:1.2.3|. Procedure: To a solution of 1-bromo-6-methoxynaphthalen-2-ol (described in U.S. 61/423,799) (2.90 g, 11.5 mmol) in MeOH (20 mL) and THF (20 mL) was added K2CO3 (3.18 g, 23.0 mmol) and MOMCl (1.10 g, 13.8 mmol). The resulting mixture was stirred at 20° C. for 48 hours and stirred at 30-40° C. for 5 days. An aqueous/EtOAc workup was followed by purification by silica gel column chromatography (PE to PE/EtOAc=200/1) to give the product (1.90 g, yield 56%) as an off-white solid.